Dataset: the Open Reaction Database (ORD), a public repository of structured organic reaction records. Task: describe an organic reaction: reactants, conditions, products, and yield The reactants are FC(C=1C=C(C=CC1)Br)(F)F (3-(trifluoromethyl)bromobenzene), C(=O)N (formamide), C(CCC)OCCOCCOCCCC (diethylene glycol dibutylether), C1(=CC=CC=C1)P(C1=CC=CC=C1)C1=CC=CC=C1 (triphenylphosphine), N1C=NC=C1 (imidazole), glass. Reagents/catalysts: C1=CC=C(C=C1)P(C2=CC=CC=C2)C3=CC=CC=C3.C1=CC=C(C=C1)P(C2=CC=CC=C2)C3=CC=CC=C3.Cl[Pd]Cl (bis(triphenylphosphine)-palladium(II)chloride). The solvent is O (water), C(C)OCC (diethylether). Run at temperature 120 celsius, time 14 hour. Product: FC(C=1C=C(C(=O)N)C=CC1)(F)F (3-(trifluoromethyl)-benzoic Acid Amide). Reaction SMILES: C1(P(C2C=CC=CC=2)C2C=CC=CC=2)C=CC=CC=1.N1C=CN=C1.[F:25][C:26]([F:35])([F:34])[C:27]1[CH:28]=[C:29](Br)[CH:30]=[CH:31][CH:32]=1.[CH:36]([NH2:38])=[O:37].C(OCCOCCOCCCC)CCC>C1C=CC(P(C2C=CC=CC=2)C2C=CC=CC=2)=CC=1.C1C=CC(P(C2C=CC=CC=2)C2C=CC=CC=2)=CC=1.Cl[Pd]Cl.C(OCC)C.O>[F:25][C:26]([F:35])([F:34])[C:27]1[CH:28]=[C:29]([CH:30]=[CH:31][CH:32]=1)[C:36]([NH2:38])=[O:37] |f:5.6.7|. Procedure: 0.491 g of bis(triphenylphosphine)-palladium(II)chloride, 0.371 g of triphenylphosphine and 2.6 g of imidazole are placed in a 200 ml glass autoclave, and then 8.01 g of 3-(trifluoromethyl)bromobenzene, 25 ml of formamide and 810.3 mg of diethylene glycol dibutylether are added as an internal gas chromatography (GC) standard. The autoclave is closed, flushed with nitrogen three times and then 5 bars carbon monoxide are applied. The reaction mixture is heated to 120° C. and stirred for 14 hours. ... The reactants are COc1cccc(C=O)c1Cl, ClCCl, O=C(OO)c1cccc(Cl)c1. Yields the product COc1cccc(O)c1Cl. RXN SMILES: [Cl:12][c:13]1[c:14]([CH:15]=[O:16])[cH:17][cH:18][cH:19][c:20]1[O:21][CH3:22].[Cl:23][CH2:24][Cl:25].[OH:1][O:2][C:3]([c:4]1[cH:5][c:6]([Cl:7])[cH:8][cH:9][cH:10]1)=[O:11]>>[OH:1][c:14]1[c:13]([Cl:12])[c:20]([O:21][CH3:22])[cH:19][cH:18][cH:17]1. Reactants: ice water, ClC1=CC=C(C=C1)S (4-chlorothiophenol), BrCCCOC1=C(C=C(C=C1Cl)OCC=C(Cl)Cl)Cl (1-(3-bromopropyloxy)-2,6-dichloro-4-(3,3-dichloro-2-propenyloxy)benzene), C([O-])([O-])=O.[K+].[K+] (potassium carbonate), crude product. The solvent is CN(C=O)C (N,N-dimethylformamide). Conditions: time 24 hour. Product: ClC1=CC=C(C=C1)SCCCOC1=C(C=C(C=C1Cl)OCC=C(Cl)Cl)Cl (1-(3-(4-chlorophenylthio) propyloxy)-2,6-dichloro-4-(3,3-dichloro-2-propenyloxy)benzene). The yield is 80.7%. Reaction SMILES: [Cl:1][C:2]1[CH:7]=[CH:6][C:5]([SH:8])=[CH:4][CH:3]=1.Br[CH2:10][CH2:11][CH2:12][O:13][C:14]1[C:19]([Cl:20])=[CH:18][C:17]([O:21][CH2:22][CH:23]=[C:24]([Cl:26])[Cl:25])=[CH:16][C:15]=1[Cl:27].C(=O)([O-])[O-].[K+].[K+]>CN(C)C=O>[Cl:1][C:2]1[CH:7]=[CH:6][C:5]([S:8][CH2:10][CH2:11][CH2:12][O:13][C:14]2[C:15]([Cl:27])=[CH:16][C:17]([O:21][CH2:22][CH:23]=[C:24]([Cl:26])[Cl:25])=[CH:18][C:19]=2[Cl:20])=[CH:4][CH:3]=1 |f:2.3.4|. Procedure details: A mixture of 0.47 g of 4-chlorothiophenol, 1.33 g of 1-(3-bromopropyloxy)-2,6-dichloro-4-(3,3-dichloro-2-propenyloxy)benzene, 0.49 g of potassium carbonate and 20 ml of N,N-dimethylformamide was stirred at room temperature for 24 hours. The reaction mixture was poured into ice-water, and extracted twice with 50 ml of diethyl ether. The combined ether layer was washed with water, dried with anhydrous magnesium sulfate, and concentrated to obtain a crude product. The crude product was subjected to... Starting materials: c1ccc(CN2CCC(Oc3ccccc3)CC2)cc1, CO, O=C(O)C(F)(F)F. The product is c1ccc(OC2CCNCC2)cc1. RXN SMILES: [CH2:1]([c:2]1[cH:3][cH:4][cH:5][cH:6][cH:7]1)[N:8]1[CH2:9][CH2:10][CH:11]([O:14][c:15]2[cH:16][cH:17][cH:18][cH:19][cH:20]2)[CH2:12][CH2:13]1.[CH3:28][OH:29].[F:21][C:22]([F:23])([F:24])[C:25]([OH:26])=[O:27]>>[NH:8]1[CH2:9][CH2:10][CH:11]([O:14][c:15]2[cH:16][cH:17][cH:18][cH:19][cH:20]2)[CH2:12][CH2:13]1. Run at temperature 0 celsius. Starting materials: N[C@@H]1CC[C@H](CC1)CNC1=NC(=NC=C1[N+](=O)[O-])NCC1=C(C=CC=C1)OC(F)(F)F (N4-[(trans-4-aminocyclohexyl)methyl]-5-nitro-N2-[2-(trifluoromethoxy)benzyl]pyrimidine-2,4-diamine), ClC(S(=O)(=O)OCC(F)(F)F)(Cl)Cl (2,2,2-Trifluoroethyl trichloromethanesulphonate). RXN SMILES: [NH2:1][C@H:2]1[CH2:7][CH2:6][C@H:5]([CH2:8][NH:9][C:10]2[C:15]([N+:16]([O-:18])=[O:17])=[CH:14][N:13]=[C:12]([NH:19][CH2:20][C:21]3[CH:26]=[CH:25][CH:24]=[CH:23][C:22]=3[O:27][C:28]([F:31])([F:30])[F:29])[N:11]=2)[CH2:4][CH2:3]1.ClC(Cl)(Cl)S(O[CH2:38][C:39]([F:42])([F:41])[F:40])(=O)=O>CC#N>[N+:16]([C:15]1[C:10]([NH:9][CH2:8][C@H:5]2[CH2:4][CH2:3][C@H:2]([NH:1][CH2:38][C:39]([F:42])([F:41])[F:40])[CH2:7][CH2:6]2)=[N:11][C:12]([NH:19][CH2:20][C:21]2[CH:26]=[CH:25][CH:24]=[CH:23][C:22]=2[O:27][C:28]([F:30])([F:31])[F:29])=[N:13][CH:14]=1)([O-:18])=[O:17]. Yields the product [N+](=O)([O-])C=1C(=NC(=NC1)NCC1=C(C=CC=C1)OC(F)(F)F)NC[C@@H]1CC[C@H](CC1)NCC(F)(F)F (5-nitro-N4-({trans-4-[(2,2,2-trifluoroethyl)amino]cyclohexyl}methyl)-N2-[2-(trifluoromethoxy)benzyl]pyrimidine-2,4-diamine). Yield: 61.6%. Solvent: CC#N (CH3CN), CC#N (CH3CN). Procedure details: N4-[(trans-4-aminocyclohexyl)methyl]-5-nitro-N2-[2-(trifluoromethoxy)benzyl]pyrimidine-2,4-diamine (200 mg, 0.45 mmol) was suspended in CH3CN (4 mL) and cooled to 0° C. 2,2,2-Trifluoroethyl trichloromethanesulphonate (66 mg, 0.23 mmol) in CH3CN (1 mL) was added dropwise to the reaction mixture and the reaction mixture was heated to 90° C. for 5 h. The reaction mixture was concentrated and the resulting residue was diluted with ethyl acetate. The solution was treated with 1M Na2CO3 and the organi... The reactants are BrB(Br)Br, ClCCl, COc1ccc(Cc2ccc(C#N)cc2)cc1, O. Yields the product N#Cc1ccc(Cc2ccc(O)cc2)cc1. RXN SMILES: [B:18]([Br:19])([Br:20])[Br:21].[CH2:23]([Cl:24])[Cl:25].[CH3:1][O:2][c:3]1[cH:4][cH:5][c:6]([CH2:9][c:10]2[cH:11][cH:12][c:13]([C:14]#[N:15])[cH:16][cH:17]2)[cH:7][cH:8]1.[OH2:22]>>[OH:2][c:3]1[cH:4][cH:5][c:6]([CH2:9][c:10]2[cH:11][cH:12][c:13]([C:14]#[N:15])[cH:16][cH:17]2)[cH:7][cH:8]1.